Dataset: the Open Reaction Database (ORD), a public repository of structured organic reaction records. Task: describe an organic reaction: reactants, conditions, products, and yield Reactants: [Al+3], O=C([O-])C(O)C(O)C(=O)[O-], C1CCOC1, CCCc1cc(C(F)(F)F)ccc1C(=O)N(C)OC, CCOCC, [H-], [H-], [H-], [H-], [K+], [Li+], [Na+]. Product: CCCc1cc(C(F)(F)F)ccc1C=O. RXN SMILES: [Al+3:21].[C:26]([O-:27])(=[O:28])[CH:29]([CH:30]([C:31]([O-:32])=[O:33])[OH:34])[OH:35].[CH2:43]1[O:44][CH2:45][CH2:46][CH2:47]1.[CH3:1][O:2][N:3]([C:4]([c:5]1[c:6]([CH2:15][CH2:16][CH3:17])[cH:7][c:8]([C:11]([F:12])([F:13])[F:14])[cH:9][cH:10]1)=[O:18])[CH3:19].[CH3:38][CH2:39][O:40][CH2:41][CH3:42].[H-:20].[H-:23].[H-:24].[H-:25].[K+:36].[Li+:22].[Na+:37]>>[CH:4]([c:5]1[c:6]([CH2:15][CH2:16][CH3:17])[cH:7][c:8]([C:11]([F:12])([F:13])[F:14])[cH:9][cH:10]1)=[O:18]. Starting materials: O (Water), FC=1C=C(C2=C(C(=CO2)C)C1)F (5,7-difluoro-3-methyl-1-benzofuran), C1(CCCC1)C(=O)Cl (cyclopentanecarbonylchloride), [Cl-].[Al+3].[Cl-].[Cl-] (aluminum chloride). Solvent: [N+](=O)([O-])C (nitromethane). Conditions: time 2 hour. Yields the product C1(CCCC1)C(=O)C=1OC2=C(C1C)C=C(C=C2F)F (cyclopentyl(5,7-difluoro-3-methyl-1-benzofuran-2-yl)methanone). Yield: 79.5%. RXN SMILES: [F:1][C:2]1[CH:3]=[C:4]([F:12])[C:5]2[O:9][CH:8]=[C:7]([CH3:10])[C:6]=2[CH:11]=1.[CH:13]1([C:18](Cl)=[O:19])[CH2:17][CH2:16][CH2:15][CH2:14]1.[Cl-].[Al+3].[Cl-].[Cl-].O>[N+](C)([O-])=O>[CH:13]1([C:18]([C:8]2[O:9][C:5]3[C:4]([F:12])=[CH:3][C:2]([F:1])=[CH:11][C:6]=3[C:7]=2[CH3:10])=[O:19])[CH2:17][CH2:16][CH2:15][CH2:14]1 |f:2.3.4.5|. Procedure: To a solution of 5,7-difluoro-3-methyl-1-benzofuran (1.0 g) synthesized above, and cyclopentanecarbonylchloride (867 mg) in nitromethane (20 mL) was added aluminum chloride (anhydrous) (1.19 g) at 0° C., and the mixture was stirred for 2 hr. Water was added to the reaction mixture, and the mixture was extracted with ethyl acetate. The organic layer was washed with saturated brine, and dried over anhydrous magnesium sulfate. After filtration, the filtrate was concentrated. The residue was subject... Starting materials: COc1cc([N+](=O)[O-])cnc1C#N, CC(=O)O, CCOC(C)=O, [Fe]. Yields the product COc1cc(N)cnc1C#N. As a reaction SMILES: [C:1](#[N:2])[c:3]1[n:4][cH:5][c:6]([N+:11]([O-:12])=[O:13])[cH:7][c:8]1[O:9][CH3:10].[C:20]([OH:21])(=[O:22])[CH3:23].[CH3:14][CH2:15][O:16][C:17]([CH3:18])=[O:19].[Fe:24]>>[C:1](#[N:2])[c:3]1[n:4][cH:5][c:6]([NH2:11])[cH:7][c:8]1[O:9][CH3:10]. Starting materials: C[Si](C)(C)CCOCn1cc(C(=O)NC(C(=O)N2CC(C#N)C2)C2CC2)c2nc(Br)cnc21, ClCCl, O=C(O)C(F)(F)F. Product: N#CC1CN(C(=O)C(NC(=O)c2c[nH]c3ncc(Br)nc23)C2CC2)C1. As a reaction SMILES: [C:1](#[N:2])[CH:3]1[CH2:4][N:5]([C:7]([CH:8]([CH:9]2[CH2:10][CH2:11]2)[NH:12][C:13](=[O:14])[c:15]2[cH:16][n:17]([CH2:25][O:26][CH2:27][CH2:28][Si:29]([CH3:30])([CH3:31])[CH3:32])[c:18]3[n:19][cH:20][c:21]([Br:24])[n:22][c:23]23)=[O:33])[CH2:6]1.[Cl:41][CH2:42][Cl:43].[F:34][C:35]([F:36])([F:37])[C:38]([OH:39])=[O:40]>>[C:1](#[N:2])[CH:3]1[CH2:4][N:5]([C:7]([CH:8]([CH:9]2[CH2:10][CH2:11]2)[NH:12][C:13](=[O:14])[c:15]2[cH:16][nH:17][c:18]3[n:19][cH:20][c:21]([Br:24])[n:22][c:23]23)=[O:33])[CH2:6]1. Reactants: COC=1C=C2C[C@@H](C2=CC1OC)CNC ([(7S)-3,4-dimethoxybicyclo[4.2.0]octa-1,3,5-trien-7-yl]-N-methylmethanamine), COC1=CC2=C(CC(N(CC2)CCC=O)=O)C=C1OC (3-(7,8-dimethoxy-2-oxo-1,2,4,5-tetrahydro-3H-3-benzazepin-3-yl)propanal). Conditions: temperature 85 celsius, time 1 hour. Yields the product COC=1C=C2C[C@@H](C2=CC1OC)CN(CCCN1CCC2=C(CC1=O)C=C(C(=C2)OC)OC)C (3-{3-[{[(7S)-3,4-dimethoxybicyclo[4.2.0]octa-1,3,5-trien-7-yl]methyl}(methyl)amino]propyl}-7,8-dimethoxy-1,3,4,5-tetrahydro-2H-3-benzazepin-2-one). Reaction SMILES: [CH3:1][O:2][C:3]1[CH:4]=[C:5]2[C:8](=[CH:9][C:10]=1[O:11][CH3:12])[C@@H:7]([CH2:13][NH:14][CH3:15])[CH2:6]2.[CH3:16][O:17][C:18]1[C:33]([O:34][CH3:35])=[CH:32][C:21]2[CH2:22][C:23](=[O:31])[N:24]([CH2:27][CH2:28][CH:29]=O)[CH2:25][CH2:26][C:20]=2[CH:19]=1>>[CH3:1][O:2][C:3]1[CH:4]=[C:5]2[C:8](=[CH:9][C:10]=1[O:11][CH3:12])[C@@H:7]([CH2:13][N:14]([CH3:15])[CH2:29][CH2:28][CH2:27][N:24]1[C:23](=[O:31])[CH2:22][C:21]3[CH:32]=[C:33]([O:34][CH3:35])[C:18]([O:17][CH3:16])=[CH:19][C:20]=3[CH2:26][CH2:25]1)[CH2:6]2. Procedure: 1 mmol of [(7S)-3,4-dimethoxybicyclo[4.2.0]octa-1,3,5-trien-7-yl]-N-methylmethanamine and 1 mmol of 3-(7,8-dimethoxy-2-oxo-1,2,4,5-tetrahydro-3H-3-benzazepin-3-yl)propanal are introduced into a clean and dry stainless-steel autoclave under an argon atmosphere. The mixture is degassed by three vacuum/argon cycles and 3 mL of distilled and degassed ethanol are added. The solution is stirred at 85° C. for one hour. The iron complex (5 mol %) is added under argon. The autoclave is then placed under ...